This data is from the Open Reaction Database (ORD), a public repository of structured organic reaction records. The task is: describe an organic reaction: reactants, conditions, products, and yield Run in C(Cl)(Cl)Cl (CHCl3). Run at time 20 minute. Reaction SMILES: [Al+3].[Cl-].[Cl-].[Cl-].[CH3:5][CH:6]([CH2:10][CH3:11])[C:7](Cl)=[O:8].[C:12]1([S:18][CH3:19])[CH:17]=[CH:16][CH:15]=[CH:14][CH:13]=1.O>C(Cl)(Cl)Cl>[CH3:19][S:18][C:12]1[CH:17]=[CH:16][C:15]([C:7](=[O:8])[CH:6]([CH3:5])[CH2:10][CH3:11])=[CH:14][CH:13]=1 |f:0.1.2.3|. Procedure: To a suspension of AlCl3 (35.4 g) in CHCl3 (500 mL) at −10° C. was added dropwise 2-methylbutyryl chloride (3.13 g) followed by thioanisole (31.2 mL). The mixture was then stirred at r.t. for 20 min. and was then cooled back to 0° C. Water (200 mL) was then added over 30 min. The CHCl3 layer was separated and dried over MgSO4. After filtration and removal of the solvent, the residue was dried under vacuum at 80° C. for 2 h to give 35 g of the title compound. The product is CSC1=CC=C(C=C1)C(C(CC)C)=O ((RS)-1-(4-Methylthiophenyl)-2-methyl-1-butanone). Starting materials: O (Water), [Al+3].[Cl-].[Cl-].[Cl-] (AlCl3), C1(=CC=CC=C1)SC (thioanisole), CC(C(=O)Cl)CC (2-methylbutyryl chloride).